Dataset: the Open Reaction Database (ORD), a public repository of structured organic reaction records. Task: describe an organic reaction: reactants, conditions, products, and yield Reactants: FC(C=1C=C(C=CC1)C=1N=C(SC1)CO)(F)F ({4-[3-(trifluoromethyl)phenyl]-1,3-thiazol-2-yl}methanol), S(=O)(Cl)Cl (thionyl chloride). Solvent: O1CCCC1 (tetrahydrofuran). Conditions: time 24 hour. Product: ClCC=1SC=C(N1)C1=CC(=CC=C1)C(F)(F)F (2-(chloromethyl)-4-[3-(trifluoromethyl)phenyl]-1,3-thiazole). As a reaction SMILES: [F:1][C:2]([F:17])([F:16])[C:3]1[CH:4]=[C:5]([C:9]2[N:10]=[C:11]([CH2:14]O)[S:12][CH:13]=2)[CH:6]=[CH:7][CH:8]=1.S(Cl)([Cl:20])=O>O1CCCC1>[Cl:20][CH2:14][C:11]1[S:12][CH:13]=[C:9]([C:5]2[CH:6]=[CH:7][CH:8]=[C:3]([C:2]([F:17])([F:16])[F:1])[CH:4]=2)[N:10]=1. Reported procedure: The compound (4.14 g) obtained in Example 103a was dissolved in tetrahydrofuran (100 mL), and thionyl chloride (3.5 mL) was added. The reaction mixture was stirred at room temperature for 24 hr, and heated under reflux for 2 hr. The reaction mixture was concentrated under reduced pressure, and the residue was extracted with ethyl acetate, washed successively with saturated aqueous sodium hydrogen carbonate solution and saturated brine, dried over sodium sulfate, and concentrated under reduced pr... Product: C(C)C1=NC=2C(=NC(=CC2C)C)N1CC1=CC=C(S1)C1(CC=CC1)C(=O)O (1-[5-(2-ethyl-5,7-dimethylimidazo[4,5-b]pyridin-3-ylmethyl)thiophen-2-yl]cyclopent-3-ene carboxylic acid). Run in CO (methanol). Procedure: To a solution of the product of Step 5, above (6), in methanol was added an excess of 2N NaOH. The reaction mixture was heated to 80° C. for 1 hour, cooled to room temperature and the solvent evaporated. Water was added to the residue and the solution was extracted 2 times with EtOAc. The aqueous layer was acidified with 10% HCl and the resultant white suspension was extracted 2 times with EtOAc. The organics were dried over MgSO4, filtered and concentrated to a solid. The solid was crystallized... Reaction conditions: temperature 80 celsius. Reactants: C(C)OC(=O)C1(CC=CC1)C=1SC(=CC1)CN1C(=NC=2C1=NC(=CC2C)C)CC (1-[5-(2-ethyl-5,7-dimethylimidazo[4,5-b]pyridin-3-ylmethyl)-thiophen-2-yl]cyclopent-3ene carboxylic acid ethyl ester), C(C)OC(=O)C1(CC=CC1)C=1SC(=CC1)CN1C(=NC=2C1=NC(=CC2C)C)CC (1-[5-(2-ethyl-5,7-dimethylimidazo[4,5-b]pyridin-3-ylmethyl)-thiophen-2-yl]cyclopent-3ene carboxylic acid ethyl ester), [OH-].[Na+] (NaOH). Reaction SMILES: C([O:3][C:4]([C:6]1([C:11]2[S:12][C:13]([CH2:16][N:17]3[C:21]4=[N:22][C:23]([CH3:27])=[CH:24][C:25]([CH3:26])=[C:20]4[N:19]=[C:18]3[CH2:28][CH3:29])=[CH:14][CH:15]=2)[CH2:10][CH:9]=[CH:8][CH2:7]1)=[O:5])C.[OH-].[Na+]>CO>[CH2:28]([C:18]1[N:17]([CH2:16][C:13]2[S:12][C:11]([C:6]3([C:4]([OH:5])=[O:3])[CH2:10][CH:9]=[CH:8][CH2:7]3)=[CH:15][CH:14]=2)[C:21]2=[N:22][C:23]([CH3:27])=[CH:24][C:25]([CH3:26])=[C:20]2[N:19]=1)[CH3:29] |f:1.2|. Starting materials: C(C)C=1C(=NC(=CN1)CC)N[C@H]1[C@H](CC2=CC=CC=C12)O ((1R,2S)-1-[(3,6-diethylpyrazin-2-yl)amino]-2,3-dihydro-1H-inden-2-ol), ClC=1C(=NC=C(N1)C1CC1)CC (3-chloro-5-cyclopropyl-2-ethylpyrazine). The product is C1(CC1)C1=CN=C(C(=N1)N[C@H]1[C@H](CC2=CC=CC=C12)O)CC ((1R,2S)-1-[(6-cyclopropyl-3-ethylpyrazin-2-yl)amino]-2,3-dihydro-1H-inden-2-ol). Reaction SMILES: [CH2:1]([C:3]1[C:4]([NH:11][C@@H:12]2[C:20]3[C:15](=[CH:16][CH:17]=[CH:18][CH:19]=3)[CH2:14][C@@H:13]2[OH:21])=[N:5][C:6]([CH2:9][CH3:10])=[CH:7][N:8]=1)[CH3:2].Cl[C:23]1C(CC)=NC=C(C2CC2)N=1>>[CH:9]1([C:6]2[N:5]=[C:4]([NH:11][C@@H:12]3[C:20]4[C:15](=[CH:16][CH:17]=[CH:18][CH:19]=4)[CH2:14][C@@H:13]3[OH:21])[C:3]([CH2:1][CH3:2])=[N:8][CH:7]=2)[CH2:23][CH2:10]1. Procedure details: Following the procedure for the preparation of (1R,2S)-1-[(3,6-diethylpyrazin-2-yl)amino]-2,3-dihydro-1H-inden-2-ol but substituting 3-chloro-5-cyclopropyl-2-ethylpyrazine and making non-critical variations provided the title compound as a solid: 1H NMR (CDCl3) δ 0.92-0.95, 1.31-1.35, 1.93, 2.59-2.70, 3.03-3.10, 3.22-3.30, 4.74, 4.91, 5.49-5.52, 7.28-7.32, 7.82; MS (ESI+) for C18H21N3O m/z 296 (M+H)+. Reactants: C(C(=O)O)(=O)O.C(CCC)C1=CC(=NO1)C=1CNCCC1 (3-(5-Butyl-3-isoxazolyl)-1,2,5,6-tetrahydropyridine oxalate), C(C1=CC=CC=C1)(=O)N1CC(=C(CC1)Cl)C1=NOC(=C1)CCCC (1-benzoyl-4-chloro-3-(5-butyl-3-isoxazolyl)-1,2,5,6-tetrahydropyridine). Yields the product C(C(=O)O)(=O)O.COCC1=CC(=NO1)C=1CNCCC1 (3-(5-Methoxymethyl-3-isoxazolyl)-1,2,5,6-tetrahydropyridine oxalate). Reaction SMILES: [C:1]([OH:6])(=[O:5])[C:2]([OH:4])=[O:3].[CH2:7]([C:11]1[O:15][N:14]=[C:13]([C:16]2[CH2:17][NH:18][CH2:19][CH2:20][CH:21]=2)[CH:12]=1)CCC.[C:22](N1CCC(Cl)=C(C2C=C(CCCC)ON=2)C1)(=[O:29])C1C=CC=CC=1>>[C:1]([OH:6])(=[O:5])[C:2]([OH:4])=[O:3].[CH3:22][O:29][CH2:7][C:11]1[O:15][N:14]=[C:13]([C:16]2[CH2:17][NH:18][CH2:19][CH2:20][CH:21]=2)[CH:12]=1 |f:0.1,3.4|. Procedure details: 3-(5-Butyl-3-isoxazolyl)-1,2,5,6-tetrahydropyridine oxalate starting from 1-benzoyl-4-chloro-3-(5-butyl-3-isoxazolyl)-1,2,5,6-tetrahydropyridine. M.p. 188°-91° C. Procedure details: Using an analogous procedure to that described in Example 1, 4-amino-2-chlorophenyl 5-thiazolyl ketone was reacted with 4-chloro-6,7-dimethoxyquinazoline hydrochloride to give 4-[3-chloro-4-(5-thiazolylcarbonyl)anilino]-6,7-dimethoxyquinazoline hydrochloride salt in 31% yield, m.p. 254°-257° C.; Isolated yield 31.0%. Product: Cl.ClC=1C=C(NC2=NC=NC3=CC(=C(C=C23)OC)OC)C=CC1C(=O)C1=CN=CS1 (4-[3-chloro-4-(5-thiazolylcarbonyl)anilino]-6,7-dimethoxyquinazoline hydrochloride salt). As a reaction SMILES: [S:1]1[C:5]([C:6]([C:8]2[CH:13]=[CH:12][C:11]([NH2:14])=[CH:10][C:9]=2[Cl:15])=[O:7])=[CH:4][N:3]=[CH:2]1.Cl.Cl[C:18]1[C:27]2[C:22](=[CH:23][C:24]([O:30][CH3:31])=[C:25]([O:28][CH3:29])[CH:26]=2)[N:21]=[CH:20][N:19]=1>>[ClH:15].[Cl:15][C:9]1[CH:10]=[C:11]([CH:12]=[CH:13][C:8]=1[C:6]([C:5]1[S:1][CH:2]=[N:3][CH:4]=1)=[O:7])[NH:14][C:18]1[C:27]2[C:22](=[CH:23][C:24]([O:30][CH3:31])=[C:25]([O:28][CH3:29])[CH:26]=2)[N:21]=[CH:20][N:19]=1 |f:1.2,3.4|. Starting materials: S1C=NC=C1C(=O)C1=C(C=C(C=C1)N)Cl (4-amino-2-chlorophenyl 5-thiazolyl ketone), Cl.ClC1=NC=NC2=CC(=C(C=C12)OC)OC (4-chloro-6,7-dimethoxyquinazoline hydrochloride). Starting materials: O, O=P(Cl)(Cl)Cl, N#CC(=C(O)c1ccc([N+](=O)[O-])cc1)c1nc2ccccc2s1. The product is N#CC(=C(Cl)c1ccc([N+](=O)[O-])cc1)c1nc2ccccc2s1. RXN SMILES: [OH2:24].[P:25]([Cl:26])([Cl:27])([Cl:28])=[O:29].[s:1]1[c:2]([C:10]([C:11]#[N:12])=[C:13]([c:14]2[cH:15][cH:16][c:17]([N+:20](=[O:21])[O-:22])[cH:18][cH:19]2)[OH:23])[n:3][c:4]2[c:5]1[cH:6][cH:7][cH:8][cH:9]2>>[s:1]1[c:2]([C:10]([C:11]#[N:12])=[C:13]([c:14]2[cH:15][cH:16][c:17]([N+:20](=[O:21])[O-:22])[cH:18][cH:19]2)[Cl:27])[n:3][c:4]2[c:5]1[cH:6][cH:7][cH:8][cH:9]2.